From a dataset of the Open Reaction Database (ORD), a public repository of structured organic reaction records. describe an organic reaction: reactants, conditions, products, and yield The reagents and catalysts are [I-].[K+] (potassium iodide). Product: [N+](=O)([O-])C1=CC=C(OCC(C)=O)C=C1 (4-nitrophenoxyacetone). RXN SMILES: [N+:1]([C:4]1[CH:9]=[CH:8][C:7]([OH:10])=[CH:6][CH:5]=1)([O-:3])=[O:2].Cl[CH2:12][C:13](=[O:15])[CH3:14].C(=O)([O-])[O-].[K+].[K+]>[I-].[K+].CC(C)=O>[N+:1]([C:4]1[CH:9]=[CH:8][C:7]([O:10][CH2:12][C:13](=[O:15])[CH3:14])=[CH:6][CH:5]=1)([O-:3])=[O:2] |f:2.3.4,5.6|. Solvent: CC(=O)C (acetone). Starting materials: [N+](=O)([O-])C1=CC=C(C=C1)O (4-nitrophenol), ClCC(C)=O (chloroacetone), C([O-])([O-])=O.[K+].[K+] (potassium carbonate). Conditions: time 3 hour. Reported procedure: A mixture consisting of 35 g of 4-nitrophenol, 35 g of chloroacetone, 35 g of potassium carbonate, 1 g of potassium iodide and 500 ml of acetone was heated at reflux with stirring for 3 hr. Reaction mixture was concentrated underd reduced pressure; the concentrate was extracted with ethyl acetate; the ethyl acetate layer was washed consecutively with 5% aqueous solution of sodium hydroxide, water and saturated saline; and dried with anhydrous sodium sulfate. The solvent was distilled off under r... The yield is 88.6%.